Dataset: the Open Reaction Database (ORD), a public repository of structured organic reaction records. Task: describe an organic reaction: reactants, conditions, products, and yield Starting materials: CCOCC (Et2O), C1(=CC=CC=C1)C=CCC(=O)O (4-Phenylbut-3-enoic acid), CI (MeI), C(=O)([O-])[O-].[Cs+].[Cs+] (Cs2CO3). Run in [Cl-].[Na+].O (brine), CC(=O)C (acetone). Yields the product C1(=CC=CC=C1)/C=C/CC(=O)OC ((E)-methyl 4-phenylbut-3-enoate). Reaction SMILES: [C:1]1([CH:7]=[CH:8][CH2:9][C:10]([OH:12])=[O:11])[CH:6]=[CH:5][CH:4]=[CH:3][CH:2]=1.[C:13]([O-])([O-])=O.[Cs+].[Cs+].CI.CCOCC>CC(C)=O.[Cl-].[Na+].O>[C:1]1(/[CH:7]=[CH:8]/[CH2:9][C:10]([O:12][CH3:13])=[O:11])[CH:6]=[CH:5][CH:4]=[CH:3][CH:2]=1 |f:1.2.3,7.8.9|. Reported procedure: 4-Phenylbut-3-enoic acid was dissolved in acetone and added to Cs2CO3, then MeI was added. The suspension was refluxed overnight. Et2O and brine were added and the phases separated. Aqueous layer was washed three times with Et2O. Combined organic layers were dried over MgSO4 and the solvent was evaporated in vacuum. (E)-methyl 4-phenylbut-3-enoate (S32) was obtained as a yellow oil (quantitative). Rf (hexane/EtOAc 8:1)=0.28. Solvent: S(O)(O)(=O)=O (sulfuric acid). Reaction SMILES: [Br:1][C:2]1[CH:7]=[C:6]([CH:8]([CH3:10])[CH3:9])[CH:5]=[CH:4][C:3]=1[N:11]1[C:19]2[C:14](=[C:15]([C:21]3[CH:26]=[CH:25][CH:24]=[CH:23][CH:22]=3)[CH:16]=[C:17]([CH3:20])[N:18]=2)[C:13](C#N)=[CH:12]1.[OH-].[NH4+]>S(=O)(=O)(O)O>[Br:1][C:2]1[CH:7]=[C:6]([CH:8]([CH3:10])[CH3:9])[CH:5]=[CH:4][C:3]=1[N:11]1[C:19]2[C:14](=[C:15]([C:21]3[CH:26]=[CH:25][CH:24]=[CH:23][CH:22]=3)[CH:16]=[C:17]([CH3:20])[N:18]=2)[CH:13]=[CH:12]1 |f:1.2|. Isolated yield 91.5%. Procedure details: A mixture 130 mg (0.302 mmole) of 1-(2-bromo-4-isopropylphenyl)-3-cyano-6-methyl-4-phenyl-7-azaindole (Example 66) and 10 mL of 65% sulfuric acid were refluxed for one hour. The mixture was poured onto ice, Conc. ammonium hydroxide was added until the mixture was basic to pH paper. The mixture was extracted with ethyl acetate. The extract was evaporated and chromatographed on silica gel with 70:30 hexane-ethyl acetate. There was obtained 112 mg (92% yield) of 1-(2-bromo-4-isopropylphenyl)-6-meth... Reactants: BrC1=C(C=CC(=C1)C(C)C)N1C=C(C2=C(C=C(N=C12)C)C1=CC=CC=C1)C#N (1-(2-Bromo-4-isopropylphenyl)-3-cyano-6-methyl-4-phenyl-7-azaindole), [OH-].[NH4+] (ammonium hydroxide). The product is BrC1=C(C=CC(=C1)C(C)C)N1C=CC2=C(C=C(N=C12)C)C1=CC=CC=C1 (1-(2-bromo-4-isopropylphenyl)-6-methyl-4-phenyl-7-azaindole). Reactants: CC(C)(C(=O)O)c1cccc(B(O)O)c1, O=C([O-])[O-], COCCOC, CC#N, COc1nc(Cl)cc(NCCc2ccc(-c3nnc(C)o3)cc2)n1, [Cs+], [Cs+], O. Yields the product COc1nc(NCCc2ccc(-c3nnc(C)o3)cc2)cc(-c2cccc(C(C)(C)C(=O)O)c2)n1. As a reaction SMILES: [C:25](=[O:26])([OH:27])[C:28]([CH3:29])([CH3:30])[c:31]1[cH:32][c:33]([B:37]([OH:38])[OH:39])[cH:34][cH:35][cH:36]1.[C:40](=[O:41])([O-:42])[O-:43].[CH3:47][O:48][CH2:49][CH2:50][O:51][CH3:52].[CH3:53][C:54]#[N:55].[Cl:1][c:2]1[cH:3][c:4]([NH:10][CH2:11][CH2:12][c:13]2[cH:14][cH:15][c:16](-[c:19]3[o:20][c:21]([CH3:24])[n:22][n:23]3)[cH:17][cH:18]2)[n:5][c:6]([O:8][CH3:9])[n:7]1.[Cs+:44].[Cs+:45].[OH2:46]>>[c:2]1(-[c:33]2[cH:32][c:31]([C:28]([C:25](=[O:26])[OH:27])([CH3:29])[CH3:30])[cH:36][cH:35][cH:34]2)[cH:3][c:4]([NH:10][CH2:11][CH2:12][c:13]2[cH:14][cH:15][c:16](-[c:19]3[o:20][c:21]([CH3:24])[n:22][n:23]3)[cH:17][cH:18]2)[n:5][c:6]([O:8][CH3:9])[n:7]1. Reactants: C1(=CC=CC=C1)C(N1CC(C1)=CC(=O)OC)C1=CC=CC=C1 (Methyl (1-diphenylmethylazetidin-3-ylidene)acetate), Cl (HCl). The reagents and catalysts are [OH-].[OH-].[Pd+2] (Pd(OH)2). The solvent is CO (methanol). Run at time 2 hour. Product: C1(=CC=CC=C1)C(N1CC(C1)CC(=O)OC)C1=CC=CC=C1 (N-Diphenylmethyl-3-carbomethoxymethylazetidine). The yield is 91.1%. As a reaction SMILES: [C:1]1([CH:7]([C:17]2[CH:22]=[CH:21][CH:20]=[CH:19][CH:18]=2)[N:8]2[CH2:11][C:10](=[CH:12][C:13]([O:15][CH3:16])=[O:14])[CH2:9]2)[CH:6]=[CH:5][CH:4]=[CH:3][CH:2]=1.Cl>[OH-].[OH-].[Pd+2].CO>[C:17]1([CH:7]([C:1]2[CH:2]=[CH:3][CH:4]=[CH:5][CH:6]=2)[N:8]2[CH2:11][CH:10]([CH2:12][C:13]([O:15][CH3:16])=[O:14])[CH2:9]2)[CH:18]=[CH:19][CH:20]=[CH:21][CH:22]=1 |f:2.3.4|. Reported procedure: A mixture of the compound from step 3 (21.0 g, 71.7 mmol), Pd(OH)2 (3.0 g, 20% on C), methanol (500 ml) and 2 N HCl (37 ml) was hydrogenated on a Parr shake apparatus for 2 h. The catalyst was removed by filtration through celite and the solvents removed under vacuum. Saturated K2CO3 solution was added (50 ml) and extracted with CH2Cl2 (2×250 ml). The combined extracts were washed with H2O (250 ml) and brine (100 ml), dried (Na2SO4) and evaporated to give the title-product as a pale yellow oil (... The reactants are O=C([O-])O, CO, CS(=O)(=O)O, CC(C)(O)C#Cc1cnc2c(c1)C1(COC(N)=N1)c1cc(-c3cncnc3)ccc1O2, [Na+]. Product: COC(C)(C)C#Cc1cnc2c(c1)C1(COC(N)=N1)c1cc(-c3cncnc3)ccc1O2. As a reaction SMILES: [C:39](=[O:40])([OH:41])[O-:42].[CH3:32][OH:33].[CH3:34][S:35]([OH:36])(=[O:37])=[O:38].[NH2:1][C:2]1=[N:31][C:5]2([CH2:4][O:3]1)[c:6]1[cH:7][c:8](-[c:25]3[cH:26][n:27][cH:28][n:29][cH:30]3)[cH:9][cH:10][c:11]1[O:12][c:13]1[n:14][cH:15][c:16]([C:19]#[C:20][C:21]([CH3:22])([OH:23])[CH3:24])[cH:17][c:18]12.[Na+:43]>>[NH2:1][C:2]1=[N:31][C:5]2([CH2:4][O:3]1)[c:6]1[cH:7][c:8](-[c:25]3[cH:26][n:27][cH:28][n:29][cH:30]3)[cH:9][cH:10][c:11]1[O:12][c:13]1[n:14][cH:15][c:16]([C:19]#[C:20][C:21]([CH3:22])([O:23][CH3:34])[CH3:24])[cH:17][c:18]12. Reactants: CC1=C(C(=O)OCCOC)C(=CC=C1)C (2-methoxyethyl 2,6-dimethylbenzoate), S(=O)(=O)(Cl)Cl (sulfuryl chloride), CC(C)(C#N)N=NC(C)(C)C#N (AIBN). Solvent: O (water). The product is ClCC1=C(C(=O)OCCOC)C(=CC=C1)C (2-methoxyethyl 2-chloromethyl-6-methylbenzoate). RXN SMILES: [CH3:1][C:2]1[CH:14]=[CH:13][CH:12]=[C:11]([CH3:15])[C:3]=1[C:4]([O:6][CH2:7][CH2:8][O:9][CH3:10])=[O:5].S(Cl)([Cl:19])(=O)=O.CC(N=NC(C#N)(C)C)(C#N)C>O>[Cl:19][CH2:1][C:2]1[CH:14]=[CH:13][CH:12]=[C:11]([CH3:15])[C:3]=1[C:4]([O:6][CH2:7][CH2:8][O:9][CH3:10])=[O:5]. Procedure details: 10.4 g of 2-methoxyethyl 2,6-dimethylbenzoate are admixed at room temperature with 5.4 g of sulfuryl chloride and 40 mg of AIBN. The mixture is stirred at 60–90° C. for 1–2 h. Afterwards, the mixture is admixed with 20 ml of water, the phases are separated and the organic phase is dried over magnesium sulfate. The product is distilled under high vacuum (0.02 mbar, 95–103° C.). Yield: 6.4 g (66% of theory; 91.8 area %).